Task: describe an organic reaction: reactants, conditions, products, and yield. Dataset: the Open Reaction Database (ORD), a public repository of structured organic reaction records The reactants are CCN=C=NCCCN(C)C, CCN(C(C)C)C(C)C, ClCCl, Cl, Cl, NC(Cc1ccccc1)C(O)CNCc1cccc(C(F)(F)F)c1, CCCC(CCC)N1CCc2c(C(=O)O)cccc2C1=O, O, Oc1cccc2[nH]nnc12. Yields the product CCCC(CCC)N1CCc2c(C(=O)NC(Cc3ccccc3)C(O)CNCc3cccc(C(F)(F)F)c3)cccc2C1=O. Reaction SMILES: [CH3:58][N:59]([CH3:60])[CH2:61][CH2:62][CH2:63][N:64]=[C:65]=[N:66][CH2:67][CH3:68].[CH:69]([N:70]([CH2:71][CH3:72])[CH:73]([CH3:74])[CH3:75])([CH3:76])[CH3:77].[Cl:78][CH2:79][Cl:80].[ClH:22].[ClH:57].[NH2:23][CH:24]([CH:25]([CH2:26][NH:27][CH2:28][c:29]1[cH:30][c:31]([C:35]([F:36])([F:37])[F:38])[cH:32][cH:33][cH:34]1)[OH:39])[CH2:40][c:41]1[cH:42][cH:43][cH:44][cH:45][cH:46]1.[O:1]=[C:2]1[N:3]([CH:15]([CH2:16][CH2:17][CH3:18])[CH2:19][CH2:20][CH3:21])[CH2:4][CH2:5][c:6]2[c:7]([C:12](=[O:13])[OH:14])[cH:8][cH:9][cH:10][c:11]21.[OH2:81].[OH:47][c:48]1[c:49]2[n:50][n:51][nH:52][c:53]2[cH:54][cH:55][cH:56]1>>[O:1]=[C:2]1[N:3]([CH:15]([CH2:16][CH2:17][CH3:18])[CH2:19][CH2:20][CH3:21])[CH2:4][CH2:5][c:6]2[c:7]([C:12](=[O:14])[NH:23][CH:24]([CH:25]([CH2:26][NH:27][CH2:28][c:29]3[cH:30][c:31]([C:35]([F:36])([F:37])[F:38])[cH:32][cH:33][cH:34]3)[OH:39])[CH2:40][c:41]3[cH:42][cH:43][cH:44][cH:45][cH:46]3)[cH:8][cH:9][cH:10][c:11]21. The reactants are OC(c1c(Cl)ccc(F)c1Cl)c1c[nH]c2ncc(Br)cc12, C1CCOC1. Yields the product CC(c1c(Cl)ccc(F)c1Cl)c1c[nH]c2ncc(Br)cc12. As a reaction SMILES: [Br:1][c:2]1[cH:3][c:4]2[c:5]([n:6][cH:7]1)[nH:8][cH:9][c:10]2[CH:11]([OH:12])[c:13]1[c:14]([Cl:21])[c:15]([F:20])[cH:16][cH:17][c:18]1[Cl:19].[CH2:22]1[O:23][CH2:24][CH2:25][CH2:26]1>>[Br:1][c:2]1[cH:3][c:4]2[c:5]([n:6][cH:7]1)[nH:8][cH:9][c:10]2[CH:11]([c:13]1[c:14]([Cl:21])[c:15]([F:20])[cH:16][cH:17][c:18]1[Cl:19])[CH3:22]. Reactants: ClS(=O)(=O)C=1C=CC(=C(C(=O)OC)C1)O (Methyl 5-chlorosulfonyl-2-hydroxybenzoate), 7c, S(=O)(=O)(OC)OC (dimethyl sulfate). The product is OC1=C(C(=O)O)C=C(C=C1)S (2-Hydroxy-5-mercaptobenzoic acid). RXN SMILES: Cl[S:2]([C:5]1[CH:6]=[CH:7][C:8]([OH:15])=[C:9]([CH:14]=1)[C:10]([O:12]C)=[O:11])(=O)=O.S(OC)(OC)(=O)=O>>[OH:15][C:8]1[CH:7]=[CH:6][C:5]([SH:2])=[CH:14][C:9]=1[C:10]([OH:12])=[O:11]. Procedure: 6a was prepared from 5a (0.50 g; 2.0 mmol) using the method described in the synthesis of 7c, without alkylation with dimethyl sulfate Reactants: CC1=NC2=CC=C(C=C2C(=C1)N1CC(CC1)C1=CC=CC=C1)[N+](=O)[O-] (2-Methyl-6-nitro-4-(3-phenylpyrrolidin-1-yl)quinoline). The reagents and catalysts are [Pd] (palladium on carbon). Solvent: C(C)O (ethanol), ClCCl (dichloromethane). Yields the product CC1=NC2=CC=C(C=C2C(=C1)N1CC(CC1)C1=CC=CC=C1)N (2-Methyl-6-amino-4-(3-phenylpyrrolidin-1-yl)quinoline). Reaction SMILES: [CH3:1][C:2]1[CH:11]=[C:10]([N:12]2[CH2:16][CH2:15][CH:14]([C:17]3[CH:22]=[CH:21][CH:20]=[CH:19][CH:18]=3)[CH2:13]2)[C:9]2[C:4](=[CH:5][CH:6]=[C:7]([N+:23]([O-])=O)[CH:8]=2)[N:3]=1>[Pd].C(O)C.ClCCl>[CH3:1][C:2]1[CH:11]=[C:10]([N:12]2[CH2:16][CH2:15][CH:14]([C:17]3[CH:22]=[CH:21][CH:20]=[CH:19][CH:18]=3)[CH2:13]2)[C:9]2[C:4](=[CH:5][CH:6]=[C:7]([NH2:23])[CH:8]=2)[N:3]=1. Reported procedure: 2-Methyl-6-nitro-4-(3-phenylpyrrolidin-1-yl)quinoline (0.29 g; see Preparation 7 above) and palladium on carbon (10%, 0.2 g) in ethanol (10 mL) and dichloromethane (4 mL) was stirred under a hydrogen atmosphere for 3 hours. The reaction mixture was filtered and concentrated to give the title compound as a thick yellow oil, which was used without further purification. The reactants are CS(=O)(=O)OCCCOC=1C(=CC2=C(C(=C(C(O2)=O)C)C)C1)OC (6-[3-(methanesulfonyloxy)propoxy]-7-methoxy-3,4-dimethyl-2H-1-benzopyran-2-one), C1(=CC=CC=C1)N1CCNCC1 (1-phenylpiperazine), C(\C=C\C(=O)[O-])(=O)[O-] (Fumarate). Solvent: CO (methanol), C(C)O (ethanol), CO (methanol), C(C)O (ethanol). The product is COC1=CC2=C(C(=C(C(O2)=O)C)C)C=C1OCCCN1CCN(CC1)C1=CC=CC=C1 (7-methoxy-3,4-dimethyl-6-[3-(4-phenyl-1-piperazinyl)propoxy]-2H-1-benzopyran-2-one). Yield: 64.0%. Reaction SMILES: CS(O[CH2:6][CH2:7][CH2:8][O:9][C:10]1[C:11]([O:23][CH3:24])=[CH:12][C:13]2[O:18][C:17](=[O:19])[C:16]([CH3:20])=[C:15]([CH3:21])[C:14]=2[CH:22]=1)(=O)=O.[C:25]1([N:31]2[CH2:36][CH2:35][NH:34][CH2:33][CH2:32]2)[CH:30]=[CH:29][CH:28]=[CH:27][CH:26]=1.C([O-])(=O)/C=C/C([O-])=O>CO.C(O)C>[CH3:24][O:23][C:11]1[C:10]([O:9][CH2:8][CH2:7][CH2:6][N:34]2[CH2:35][CH2:36][N:31]([C:25]3[CH:30]=[CH:29][CH:28]=[CH:27][CH:26]=3)[CH2:32][CH2:33]2)=[CH:22][C:14]2[C:15]([CH3:21])=[C:16]([CH3:20])[C:17](=[O:19])[O:18][C:13]=2[CH:12]=1. Reported procedure: Method A (45 h at 50° C.); starting materials: 6-[3-(methanesulfonyloxy)propoxy]-7-methoxy-3,4-dimethyl-2H-1-benzopyran-2-one (example 75) and 1-phenylpiperazine; yield 64%; fusion point 151°-152° C. (from ethanol and methanol). Fumarate (×0.5 C4H4O4): method E; yield 92%; fusion point 207°-209° C. (from ethanol and methanol). The reactants are C[SiH](Cl)Cl (methyldichlorosilane), C(C=C)Cl (allyl chloride), C[SiH](Cl)Cl (methyldichlorosilane), catalytic solution, Cl[SiH](Cl)Cl (trichlorosilane), CC1(C=C)CC=CC=C1 (1-methylstyrene). The product is C1(=CC=CC=C1)C(C[Si](Cl)(Cl)C)C (2-phenyl-2-methylethyl (methyl) dichlorosilane). As a reaction SMILES: [CH3:1][SiH:2]([Cl:4])[Cl:3].Cl[SiH](Cl)Cl.[CH2:9](Cl)C=C.C[C:14]1([CH:21]=[CH:20][CH:19]=[CH:18][CH2:17]1)[CH:15]=[CH2:16]>>[C:14]1([CH:15]([CH3:16])[CH2:1][Si:2]([CH3:9])([Cl:4])[Cl:3])[CH:21]=[CH:20][CH:19]=[CH:18][CH:17]=1. Reported procedure: The process described in Example 2 is repeated, except that 1.3 liters of methyldichlorosilane, 1.7 liters of 1-methylstyrene and 5 ml of the catalytic solution are substituted for the trichlorosilane, allyl chloride and catalytic solution and the process is carried out at a temperature of 140° C. instead of 120° C. About 97.9 mol percent of the methyldichlorosilane used is converted and 12.8 moles per hour of 2-phenyl-2-methylethyl (methyl) dichlorosilane are obtained having a purity of 97.2 pe...